This data is from the Open Reaction Database (ORD), a public repository of structured organic reaction records. The task is: describe an organic reaction: reactants, conditions, products, and yield Reactants: CC(C)(C)OC(=O)NC1CCc2ccc(C#N)cc2C1Cc1ccccc1, CC(C)O, ClCCl, Cl. Yields the product N#Cc1ccc2c(c1)C(Cc1ccccc1)C(N)CC2. Reaction SMILES: [CH2:1]([c:2]1[cH:3][cH:4][cH:5][cH:6][cH:7]1)[CH:8]1[CH:9]([NH:20][C:21](=[O:22])[O:23][C:24]([CH3:25])([CH3:26])[CH3:27])[CH2:10][CH2:11][c:12]2[cH:13][cH:14][c:15]([C:18]#[N:19])[cH:16][c:17]21.[CH:32]([OH:33])([CH3:34])[CH3:35].[Cl:29][CH2:30][Cl:31].[ClH:28]>>[CH2:1]([c:2]1[cH:3][cH:4][cH:5][cH:6][cH:7]1)[CH:8]1[CH:9]([NH2:20])[CH2:10][CH2:11][c:12]2[cH:13][cH:14][c:15]([C:18]#[N:19])[cH:16][c:17]21. Reactants: ClC=1C=C(C(=NC1)OCC(=O)N1C(CN(C(C1)C)CC1=CC=C(C=C1)F)C)C=O (5-chloro-2-{2-[4-(4-fluoro-benzyl)-2,5-dimethyl-piperazin-1-yl]-2-oxo-ethoxy}-pyridine-3-carbaldehyde), C([O-])([O-])=O.[K+].[K+] (potassium carbonate), C(C)(=O)[O-].C(C)[PH+](CC)CC (triethyl phosphonium acetate). Solvent: C(C)O (ethanol), O (water). The product is C(C)OC(C=CC=1C(=NC=C(C1)Cl)OCC(=O)N1[C@@H](CN([C@H](C1)C)CC1=CC=C(C=C1)F)C)=O (3-(5-Chloro-2-{2-[4-(4-fluoro-benzyl)-(2R,5S)-2,5-dimethyl-piperazin-1-yl]-2-oxo-ethoxy}-pyridin-3-yl)-acrylic acid ethyl ester). Yield: 44.3%. Reaction SMILES: [Cl:1][C:2]1[CH:3]=[C:4]([CH:28]=O)[C:5]([O:8][CH2:9][C:10]([N:12]2[CH2:17][CH:16]([CH3:18])[N:15]([CH2:19][C:20]3[CH:25]=[CH:24][C:23]([F:26])=[CH:22][CH:21]=3)[CH2:14][CH:13]2[CH3:27])=[O:11])=[N:6][CH:7]=1.C(=O)([O-])[O-].[K+].[K+].[C:36]([O-:39])(=[O:38])[CH3:37].[CH2:40]([PH+](CC)CC)[CH3:41]>C(O)C.O>[CH2:40]([O:38][C:36](=[O:39])[CH:37]=[CH:28][C:4]1[C:5]([O:8][CH2:9][C:10]([N:12]2[CH2:17][C@H:16]([CH3:18])[N:15]([CH2:19][C:20]3[CH:25]=[CH:24][C:23]([F:26])=[CH:22][CH:21]=3)[CH2:14][C@H:13]2[CH3:27])=[O:11])=[N:6][CH:7]=[C:2]([Cl:1])[CH:3]=1)[CH3:41] |f:1.2.3,4.5|. Procedure: To a 0° C. solution of 5-chloro-2-{2-[4-(4-fluoro-benzyl)-2,5-dimethyl-piperazin-1-yl]-2-oxo-ethoxy}-pyridine-3-carbaldehyde (0.200 g, 0.47 mmol) in ethanol (5 mL) was added potassium carbonate (0.131 g, 0.95 mmol) in water (0.30 mL) and triethyl phosphonium acetate (0.21 g, 0.19 mL). The reaction mixture was warmed to room temperature over 48 hours, filtered through celite, the filter cake was washed with ethanol and concentrated in vacuo. Purification via chromatography on silica gel gave the ... Solvent: C(C)(=O)O (acetic acid). Conditions: temperature 100 celsius, time 15 minute. Reported procedure: To a solution of 0.120 g (0.423 mmol) of 6-(6-phenylhexyl)-4,5,6,7-tetrahydrofuro[2,3-c]pyridine in 10 ml of acetic acid, 0.046 g (0.51 mmol) of 50% aqueous dimethylamine and 0.041 g (0.51 mmol) of 37% aqueous formaldehyde were added, followed by stirring at 100° C. for 15 minutes. After the solvent was distilled off under reduced pressure, the residual solution was alkalified with aqueous sodium hydroxide and extracted with dichloromethane 3 times. The combined organic layer was dried over anhy... The product is CN(C)CC1=CC2=C(CN(CC2)CCCCCCC2=CC=CC=C2)O1 (N,N-dimethyl-[6-(6-phenylhexyl)-4,5,6,7-tetrahydrofuro[2,3-c]pyridin-2-ylmethyl]amine). RXN SMILES: [C:1]1([CH2:7][CH2:8][CH2:9][CH2:10][CH2:11][CH2:12][N:13]2[CH2:18][CH2:17][C:16]3[CH:19]=[CH:20][O:21][C:15]=3[CH2:14]2)[CH:6]=[CH:5][CH:4]=[CH:3][CH:2]=1.[CH3:22][NH:23][CH3:24].[CH2:25]=O>C(O)(=O)C>[CH3:22][N:23]([CH2:25][C:20]1[O:21][C:15]2[CH2:14][N:13]([CH2:12][CH2:11][CH2:10][CH2:9][CH2:8][CH2:7][C:1]3[CH:6]=[CH:5][CH:4]=[CH:3][CH:2]=3)[CH2:18][CH2:17][C:16]=2[CH:19]=1)[CH3:24]. Reactants: C1(=CC=CC=C1)CCCCCCN1CC2=C(CC1)C=CO2 (6-(6-phenylhexyl)-4,5,6,7-tetrahydrofuro[2,3-c]pyridine), CNC (dimethylamine), C=O (formaldehyde).